describe an organic reaction: reactants, conditions, products, and yield From a dataset of the Open Reaction Database (ORD), a public repository of structured organic reaction records. The reactants are ClC=1C=CC(=NC1)SC1=C(N=C(O1)C1=CC=C(C=C1)F)CO ({5-[(5-chloropyridin-2-yl)sulfanyl]-2-(4-fluorophenyl)-1,3-oxazol-4-yl}methanol), ClC=1C=CC(=NC1)SC1=C(N=C(O1)C1=CC=C(C=C1)F)CO ({5-[(5-chloropyridin-2-yl)sulfanyl]-2-(4-fluorophenyl)-1,3-oxazol-4-yl}methanol), C[Si](C)(C)[N-][Si](C)(C)C.[Na+] (NaHMDS), BrC1=NC=C(C(=O)NCC)C=C1 (6-bromo-N-ethylnicotinamide), O (water). Solvent: C1CCOC1 (THF), C1CCOC1 (THF). Reaction conditions: time 10 minute. Product: ClC=1C=CC(=NC1)SC1=C(N=C(O1)C1=CC=C(C=C1)F)COC1=CC=C(C=N1)C(=O)NCC (6-({5-[(5-chloropyridin-2-yl)sulfanyl]-2-(4-fluorophenyl)-1,3-oxazol-4-yl}methoxy)-N-ethylpyridine-3-carboxamide). Reaction SMILES: [Cl:1][C:2]1[CH:3]=[CH:4][C:5]([S:8][C:9]2[O:13][C:12]([C:14]3[CH:19]=[CH:18][C:17]([F:20])=[CH:16][CH:15]=3)=[N:11][C:10]=2[CH2:21][OH:22])=[N:6][CH:7]=1.C[Si]([N-][Si](C)(C)C)(C)C.[Na+].Br[C:34]1[CH:44]=[CH:43][C:37]([C:38]([NH:40][CH2:41][CH3:42])=[O:39])=[CH:36][N:35]=1.O>C1COCC1>[Cl:1][C:2]1[CH:3]=[CH:4][C:5]([S:8][C:9]2[O:13][C:12]([C:14]3[CH:19]=[CH:18][C:17]([F:20])=[CH:16][CH:15]=3)=[N:11][C:10]=2[CH2:21][O:22][C:34]2[N:35]=[CH:36][C:37]([C:38]([NH:40][CH2:41][CH3:42])=[O:39])=[CH:43][CH:44]=2)=[N:6][CH:7]=1 |f:1.2|. Procedure details: To a solution of {5-[(5-chloropyridin-2-yl)sulfanyl]-2-(4-fluorophenyl)-1,3-oxazol-4-yl}methanol (intermediate B1.1, 0.03 g, 0.09 mmol) in 0.6 ml of THF was added 1M NaHMDS in THF (0.11 ml, 0.11 mmol). After 10 min at rt, 6-bromo-N-ethylnicotinamide (0.02 g, 0.08 mmol) was added. After 3 h, a drop of water was added to the reaction and purified by reverse phase HPLC to give 6-({5-[(5-chloropyridin-2-yl)sulfanyl]-2-(4-fluorophenyl)-1,3-oxazol-4-yl}methoxy)-N-ethylpyridine-3-carboxamide. 1H NMR (4...